This data is from the Open Reaction Database (ORD), a public repository of structured organic reaction records. The task is: describe an organic reaction: reactants, conditions, products, and yield Starting materials: CSC=1SC=2C=NC=CC2N1 (2-methylthiothiazolo[5,4-c]pyridine), S(=O)(=O)(OC)C1=CC=C(C)C=C1 (methyl tosylate). Run in C(C)(=O)OCC (Ethyl acetate). Run at temperature 120 celsius, time 30 minute. The product is S(=O)(=O)([O-])C1=CC=C(C)C=C1.CN1C=C2C(C=C1)=[NH+]C(S2)SC (5-methyl-2-methylthiothiazolo[5,4-c]pyridinium tosylate). RXN SMILES: [CH3:1][S:2][C:3]1[S:4][C:5]2[CH:6]=[N:7][CH:8]=[CH:9][C:10]=2[N:11]=1.[S:12]([C:17]1[CH:23]=[CH:22][C:20]([CH3:21])=[CH:19][CH:18]=1)([O:15][CH3:16])(=[O:14])=[O:13]>C(OCC)(=O)C>[S:12]([C:17]1[CH:23]=[CH:22][C:20]([CH3:21])=[CH:19][CH:18]=1)([O-:15])(=[O:14])=[O:13].[CH3:16][N:7]1[CH:8]=[CH:9][C:10]2=[NH+:11][CH:3]([S:2][CH3:1])[S:4][C:5]2=[CH:6]1 |f:3.4|. Procedure details: A mixture of 0.127 g of 2-methylthiothiazolo[5,4-c]pyridine (from methylation of thiazolo[5,4-c]pyridine-2(1H)-thione with potassium carbonate and methyl iodide) and 0.143 g methyl tosylate is heated at 120° C. for one hour. Ethyl acetate (8 mL) is added, the mixture is stirred for 30 minutes, and Compound 6 is isolated by suction filtration. The reactants are COCCCc1cn(C)c2ccc(CC(CC(NC(=O)OC(C)(C)C)C(O)CC(C(=O)Nc3ccc(F)cn3)C(C)C)C(C)C)cc12, ClCCl, O=C(O)C(F)(F)F. Product: COCCCc1cn(C)c2ccc(CC(CC(N)C(O)CC(C(=O)Nc3ccc(F)cn3)C(C)C)C(C)C)cc12. As a reaction SMILES: [C:1]([O:2][C:3](=[O:4])[NH:7][CH:8]([CH:9]([CH2:10][CH:11]([CH:12]([CH3:13])[CH3:14])[C:15]([NH:16][c:17]1[n:18][cH:19][c:20]([F:23])[cH:21][cH:22]1)=[O:24])[OH:25])[CH2:26][CH:27]([CH:28]([CH3:29])[CH3:30])[CH2:31][c:32]1[cH:33][c:34]2[c:35]([CH2:42][CH2:43][CH2:44][O:45][CH3:46])[cH:36][n:37]([CH3:41])[c:38]2[cH:39][cH:40]1)([CH3:5])([CH3:6])[CH3:47].[Cl:55][CH2:56][Cl:57].[OH:48][C:49]([C:50]([F:51])([F:52])[F:53])=[O:54]>>[NH2:7][CH:8]([CH:9]([CH2:10][CH:11]([CH:12]([CH3:13])[CH3:14])[C:15]([NH:16][c:17]1[n:18][cH:19][c:20]([F:23])[cH:21][cH:22]1)=[O:24])[OH:25])[CH2:26][CH:27]([CH:28]([CH3:29])[CH3:30])[CH2:31][c:32]1[cH:33][c:34]2[c:35]([CH2:42][CH2:43][CH2:44][O:45][CH3:46])[cH:36][n:37]([CH3:41])[c:38]2[cH:39][cH:40]1. The reactants are FC(CNC(=O)C1(C2=CC=CC=C2C=2C=CC=CC12)CCCCBr)(F)F (9-(4-bromo-butyl)-9H-fluorene-9-carboxylic acid-(2,2,2-trifluoro-ethyl)-amide), ClC1=C2C=CC(=NC2=CC=C1)N1C[C@H](N[C@H](C1)C)C (5-chloro-2-(cis-3,5-dimethyl-piperazin-1-yl)-quinoline). The product is FC(CNC(=O)C1(C2=CC=CC=C2C=2C=CC=CC12)CCCCN1[C@H](CN(C[C@H]1C)C1=NC2=CC=CC(=C2C=C1)Cl)C)(F)F (9-{4-[4-(5-chloro-quinolin-2-yl)-cis-2,6-dimethyl-piperazin-1-yl]-butyl}-9H-fluorene-9-carboxylic acid(2,2,2-trifluoro-ethyl)-amide). RXN SMILES: [F:1][C:2]([F:26])([F:25])[CH2:3][NH:4][C:5]([C:7]1([CH2:20][CH2:21][CH2:22][CH2:23]Br)[C:19]2[CH:18]=[CH:17][CH:16]=[CH:15][C:14]=2[C:13]2[C:8]1=[CH:9][CH:10]=[CH:11][CH:12]=2)=[O:6].[Cl:27][C:28]1[CH:37]=[CH:36][CH:35]=[C:34]2[C:29]=1[CH:30]=[CH:31][C:32]([N:38]1[CH2:43][C@H:42]([CH3:44])[NH:41][C@H:40]([CH3:45])[CH2:39]1)=[N:33]2>>[F:1][C:2]([F:26])([F:25])[CH2:3][NH:4][C:5]([C:7]1([CH2:20][CH2:21][CH2:22][CH2:23][N:41]2[C@H:42]([CH3:44])[CH2:43][N:38]([C:32]3[CH:31]=[CH:30][C:29]4[C:34](=[CH:35][CH:36]=[CH:37][C:28]=4[Cl:27])[N:33]=3)[CH2:39][C@@H:40]2[CH3:45])[C:19]2[CH:18]=[CH:17][CH:16]=[CH:15][C:14]=2[C:13]2[C:8]1=[CH:9][CH:10]=[CH:11][CH:12]=2)=[O:6]. Procedure details: Prepared analogously to Example 1 from 9-(4-bromo-butyl)-9H-fluorene-9-carboxylic acid-(2,2,2-trifluoro-ethyl)-amide and 5-chloro-2-(cis-3,5-dimethyl-piperazin-1-yl)-quinoline. The reactants are Cc1c(C(=O)O)cnn1-c1ccc(Cl)cc1, N#Cc1cc(N)ccc1OC1CCN(Cc2ccccc2)CC1. Yields the product Cc1c(C(=O)Nc2ccc(OC3CCN(Cc4ccccc4)CC3)c(C#N)c2)cnn1-c1ccc(Cl)cc1. As a reaction SMILES: [Cl:1][c:2]1[cH:3][cH:4][c:5](-[n:8]2[n:9][cH:10][c:11]([C:14](=[O:15])[OH:16])[c:12]2[CH3:13])[cH:6][cH:7]1.[NH2:17][c:18]1[cH:19][cH:20][c:21]([O:26][CH:27]2[CH2:28][CH2:29][N:30]([CH2:33][c:34]3[cH:35][cH:36][cH:37][cH:38][cH:39]3)[CH2:31][CH2:32]2)[c:22]([C:23]#[N:24])[cH:25]1>>[Cl:1][c:2]1[cH:3][cH:4][c:5](-[n:8]2[n:9][cH:10][c:11]([C:14](=[O:16])[NH:17][c:18]3[cH:19][cH:20][c:21]([O:26][CH:27]4[CH2:28][CH2:29][N:30]([CH2:33][c:34]5[cH:35][cH:36][cH:37][cH:38][cH:39]5)[CH2:31][CH2:32]4)[c:22]([C:23]#[N:24])[cH:25]3)[c:12]2[CH3:13])[cH:6][cH:7]1. The reactants are ClC1=CC=C(C(=O)C2=CC=C(N2C)CC(=O)OCC)C=C1 (ethyl 5-(p-chlorobenzoyl)-1-methylpyrrole-2-acetate), [OH-].[Na+] (sodium hydroxide), C(C)I (ethyl iodide), C(C)I (ethyl iodide), Cl (hydrochloric acid), ClC1=CC=C(C(=O)C2=CC=C(N2C)C(C(=O)OCC)CC)C=C1 (ethyl 5-(p-chlorobenzoyl)-α-ethyl-1-methylpyrrole-2-acetate), N (ammonia), [NH2-].[Na+] (sodamide), N (ammonia), [Cl-].[NH4+] (ammonium chloride). Run in CCOCC (Ether), CCOCC (ether), C(C)O (ethanol). Conditions: time 10 minute. The product is ClC1=CC=C(C(=O)C2=CC=C(N2C)C(C(=O)O)CC)C=C1 (5-(p-chlorobenzoyl)-α-ethyl-1-methylpyrrole-2-acetic acid). RXN SMILES: ClC1C=CC(C(C2N(C)C(CC(OCC)=O)=CC=2)=O)=CC=1.[NH2-].[Na+].N.C(I)C.[Cl-].[NH4+].Cl.[Cl:31][C:32]1[CH:53]=[CH:52][C:35]([C:36]([C:38]2[N:42]([CH3:43])[C:41]([CH:44]([CH2:50][CH3:51])[C:45]([O:47]CC)=[O:46])=[CH:40][CH:39]=2)=[O:37])=[CH:34][CH:33]=1.[OH-].[Na+]>C(O)C.CCOCC>[Cl:31][C:32]1[CH:53]=[CH:52][C:35]([C:36]([C:38]2[N:42]([CH3:43])[C:41]([CH:44]([CH2:50][CH3:51])[C:45]([OH:47])=[O:46])=[CH:40][CH:39]=2)=[O:37])=[CH:34][CH:33]=1 |f:1.2,5.6,9.10|. Procedure: A solution of 6.5 g (0.021 mole) of ethyl 5-(p-chlorobenzoyl)-1-methylpyrrole-2-acetate in 60 ml. of ether is added to a suspension of 1.25 g. (0.032 mole) of sodamide in 150 ml. of refluxing liquid ammonia. After 10 minutes, 4.98 g. (0.032 mole) of ethyl iodide is added. The mixture is stirred for 1.5 hours, and an additional 1.0 g. (0.0064 mole) of ethyl iodide is added. Stirring is continued for 30 minutes and ammonium chloride is then added to neutralize any anion. The mixture is allowed to ... Reactants: O=C(Cl)Cl, O=C(Cl)Oc1ccc([N+](=O)[O-])cc1, O=C([O-])[O-], CCCCCCNC(=O)OCCCCCCNC(=O)OC1CCN(C(=O)Oc2ccc(Oc3ccccc3)cc2)CC1, O=C(O)O, Oc1ccc(Oc2ccccc2)cc1, OC1CCNCC1. The product is O=C(Oc1ccc(Oc2ccccc2)cc1)N1CCC(O)CC1. RXN SMILES: [Cl:43][C:44](=[O:45])[Cl:46].[Cl:65][C:66]([O:67][c:68]1[cH:69][cH:70][c:71]([N+:72]([O-:73])=[O:74])[cH:75][cH:76]1)=[O:77].[O-:78][C:79](=[O:80])[O-:81].[O:1]([c:2]1[cH:3][cH:4][cH:5][cH:6][cH:7]1)[c:8]1[cH:9][cH:10][c:11]([O:14][C:15](=[O:16])[N:17]2[CH2:18][CH2:19][CH:20]([O:23][C:24](=[O:25])[NH:26][CH2:27][CH2:28][CH2:29][CH2:30][CH2:31][CH2:32][O:33][C:34](=[O:35])[NH:36][CH2:37][CH2:38][CH2:39][CH2:40][CH2:41][CH3:42])[CH2:21][CH2:22]2)[cH:12][cH:13]1.[OH:47][C:48](=[O:49])[OH:50].[OH:51][c:52]1[cH:53][cH:54][c:55]([O:56][c:57]2[cH:58][cH:59][cH:60][cH:61][cH:62]2)[cH:63][cH:64]1.[OH:82][CH:83]1[CH2:84][CH2:85][NH:86][CH2:87][CH2:88]1>>[O:1]([c:2]1[cH:3][cH:4][cH:5][cH:6][cH:7]1)[c:8]1[cH:9][cH:10][c:11]([O:14][C:15](=[O:16])[N:17]2[CH2:18][CH2:19][CH:20]([OH:23])[CH2:21][CH2:22]2)[cH:12][cH:13]1. The reactants are Oc1ccccc1Br, O=C([O-])[O-], Cn1cccc1B1OC(C)(C)C(C)(C)O1, ClCCCl, [K+], [K+], c1ccc(P(c2ccccc2)(c2ccccc2)[Pd](P(c2ccccc2)(c2ccccc2)c2ccccc2)(P(c2ccccc2)(c2ccccc2)c2ccccc2)P(c2ccccc2)(c2ccccc2)c2ccccc2)cc1. Product: Cn1cccc1-c1ccccc1O. Reaction SMILES: [Br:16][c:17]1[c:18]([OH:23])[cH:19][cH:20][cH:21][cH:22]1.[C:24](=[O:25])([O-:26])[O-:27].[CH3:1][n:2]1[c:3]([B:7]2[O:8][C:9]([CH3:10])([CH3:11])[C:12]([CH3:13])([CH3:14])[O:15]2)[cH:4][cH:5][cH:6]1.[Cl:30][CH2:31][CH2:32][Cl:33].[K+:28].[K+:29].[cH:34]1[cH:35][cH:36][c:37]([P:38]([Pd:39]([P:40]([c:41]2[cH:42][cH:43][cH:44][cH:45][cH:46]2)([c:47]2[cH:48][cH:49][cH:50][cH:51][cH:52]2)[c:53]2[cH:54][cH:55][cH:56][cH:57][cH:58]2)([P:59]([c:60]2[cH:61][cH:62][cH:63][cH:64][cH:65]2)([c:66]2[cH:67][cH:68][cH:69][cH:70][cH:71]2)[c:72]2[cH:73][cH:74][cH:75][cH:76][cH:77]2)[P:78]([c:79]2[cH:80][cH:81][cH:82][cH:83][cH:84]2)([c:85]2[cH:86][cH:87][cH:88][cH:89][cH:90]2)[c:91]2[cH:92][cH:93][cH:94][cH:95][cH:96]2)([c:97]2[cH:98][cH:99][cH:100][cH:101][cH:102]2)[c:103]2[cH:104][cH:105][cH:106][cH:107][cH:108]2)[cH:109][cH:110]1>>[CH3:1][n:2]1[c:3](-[c:17]2[c:18]([OH:23])[cH:19][cH:20][cH:21][cH:22]2)[cH:4][cH:5][cH:6]1.